This data is from the Open Reaction Database (ORD), a public repository of structured organic reaction records. The task is: describe an organic reaction: reactants, conditions, products, and yield The reactants are C(C)(C)(C)OC(=O)N1CCC(CC1)OC1=CC(=C(C=C1)CO[Si](C)(C)C(C)(C)C)OC(F)(F)F (4-(N-tert-butyloxycarbonyl-4-piperidinyloxy)-1-(tert-butyldimethylsilyloxy-methyl)-2-trifluoromethoxybenzene), CCCC[N+](CCCC)(CCCC)CCCC.[F-] (TBAF), solution. Run in C1CCOC1 (THF), C1CCOC1 (THF). Conditions: time 5 minute. Product: C(C)(C)(C)OC(=O)N1CCC(CC1)OC1=CC(=C(CO)C=C1)OC(F)(F)F (4-(N-tert-butyloxycarbonyl-4-piperidinyloxy)-2-(trifluoromethoxy)benzyl alcohol). Reaction SMILES: [C:1]([O:5][C:6]([N:8]1[CH2:13][CH2:12][CH:11]([O:14][C:15]2[CH:20]=[CH:19][C:18]([CH2:21][O:22][Si](C(C)(C)C)(C)C)=[C:17]([O:30][C:31]([F:34])([F:33])[F:32])[CH:16]=2)[CH2:10][CH2:9]1)=[O:7])([CH3:4])([CH3:3])[CH3:2].CCCC[N+](CCCC)(CCCC)CCCC.[F-]>C1COCC1>[C:1]([O:5][C:6]([N:8]1[CH2:9][CH2:10][CH:11]([O:14][C:15]2[CH:20]=[CH:19][C:18]([CH2:21][OH:22])=[C:17]([O:30][C:31]([F:34])([F:32])[F:33])[CH:16]=2)[CH2:12][CH2:13]1)=[O:7])([CH3:4])([CH3:2])[CH3:3] |f:1.2|. Procedure: To a stirred solution of 4-(N-tert-butyloxy-carbonyl-4-piperidinyloxy)-1-(tert-butyldimethylsilyloxymethyl)-2-trifluoromethoxybenzene (3.5 g, 7.1 mmol) from Step 5 above in THF (50 mL) was added TBAF (8 mL of a 1.0 M solution in THF, 8 mmol). The mixture was stirred at ambient temperature for 5 minutes and the solvent was removed under reduced pressure. The residue was partitioned between EtOAc (100 mL) and water (2×50 mL). The organic phase was dried (MgSO4), filtered, and the solvent was remov... Reactants: NC=1C=CC=C2C(=C(NC12)C(=O)OCC)C (ethyl 7-amino-3-methyl-1H-indole-2-carboxylate), S1C(=CC=C1)S(=O)(=O)Cl (thiophene-2-sulfonyl chloride). The solvent is N1=CC=CC=C1 (pyridine). Conditions: time 2 hour. Product: CC1=C(NC2=C(C=CC=C12)NS(=O)(=O)C=1SC=CC1)C(=O)OCC (Ethyl 3-methyl-7-[(2-thienylsulfonyl)amino]-1H-indole-2-carboxylate). The yield is 71.2%. RXN SMILES: [NH2:1][C:2]1[CH:3]=[CH:4][CH:5]=[C:6]2[C:10]=1[NH:9][C:8]([C:11]([O:13][CH2:14][CH3:15])=[O:12])=[C:7]2[CH3:16].[S:17]1[CH:21]=[CH:20][CH:19]=[C:18]1[S:22](Cl)(=[O:24])=[O:23]>N1C=CC=CC=1>[CH3:16][C:7]1[C:6]2[C:10](=[C:2]([NH:1][S:22]([C:18]3[S:17][CH:21]=[CH:20][CH:19]=3)(=[O:24])=[O:23])[CH:3]=[CH:4][CH:5]=2)[NH:9][C:8]=1[C:11]([O:13][CH2:14][CH3:15])=[O:12]. Procedure: To a mixture of ethyl 7-amino-3-methyl-1H-indole-2-carboxylate (0.95 g) and pyridine (10 mL) was added thiophene-2-sulfonyl chloride (0.95 g) at 0° C., and the mixture was stirred at room temperature for 2 hr. The reaction mixture was concentrated, 10% aqueous citric acid solution was added, and the resulting crystals were filtrated, washed with water and dried. The obtained crystals were subjected to silica gel column chromatography, and eluted with ethyl acetate. The eluate was treated with ac... The reactants are COC1=C(C=C(C=C1)N)C1CN(CC1)C(CC)=O (1-[3-(2-Methoxy-5-amino-phenyl)-pyrrolidin-1-yl]-propan-1-one), FC(OC=1C=C(C=CC1)S(=O)(=O)Cl)(F)F (3-trifluoromethoxy-benzene sulfonylchloride). Yields the product COC1=C(C=C(C=C1)NS(=O)(=O)C1=CC(=CC=C1)OC(F)(F)F)C1CN(CC1)C(CC)=O (N-[4-Methoxy-3-(1-propionyl-pyrrolidin-3-yl)-phenyl]-3-trifluoromethoxy-benzenesulfonamide). Reaction SMILES: [CH3:1][O:2][C:3]1[CH:8]=[CH:7][C:6]([NH2:9])=[CH:5][C:4]=1[CH:10]1[CH2:14][CH2:13][N:12]([C:15](=[O:18])[CH2:16][CH3:17])[CH2:11]1.[F:19][C:20]([F:33])([F:32])[O:21][C:22]1[CH:23]=[C:24]([S:28](Cl)(=[O:30])=[O:29])[CH:25]=[CH:26][CH:27]=1>>[CH3:1][O:2][C:3]1[CH:8]=[CH:7][C:6]([NH:9][S:28]([C:24]2[CH:25]=[CH:26][CH:27]=[C:22]([O:21][C:20]([F:19])([F:32])[F:33])[CH:23]=2)(=[O:30])=[O:29])=[CH:5][C:4]=1[CH:10]1[CH2:14][CH2:13][N:12]([C:15](=[O:18])[CH2:16][CH3:17])[CH2:11]1. Reported procedure: 1-[3-(2-Methoxy-5-amino-phenyl)-pyrrolidin-1-yl]-propan-1-one (0.44 g, 1.77 mmol) and commercially available 3-trifluoromethoxy-benzene sulfonylchloride (0.23 g, 0.89 mmol) were reacted as described above, to yield, after purification via silica gel chromatography using a ISCO Companion instrument, 0.198 g of the desired compound. Starting materials: O=C(CC(C(=O)O)NC(C(F)(F)F)=O)C1=CC=CC=C1 (4-oxo-4-phenyl-2-[(trifluoroacetyl)amino]butanoic acid), C(C(C)C)N (isobutylamine), Cl.CN(CCCN=C=NCC)C (N-[3-(dimethylamino)propyl]-N′-ethylcarbodiimide hydrochloride), O.N1(N=NC2=C1C=CC=C2)O (1H-1,2,3-benzotriazol-1-ol hydrate), C(C)(C)N(C(C)C)CC (N,N-diisopropylethylamine), C([O-])(O)=O.[Na+] (sodium bicarbonate). The solvent is C(Cl)Cl (methylene chloride), CN(C=O)C (dimethylformamide). Yields the product C(C(C)C)NC(C(CC(C1=CC=CC=C1)=O)NC(C(F)(F)F)=O)=O (N-Isobutyl-4-oxo-4-phenyl-2-[(trifluoroacetyl)amino]butanamide). The yield is 30.3%. As a reaction SMILES: [O:1]=[C:2]([C:15]1[CH:20]=[CH:19][CH:18]=[CH:17][CH:16]=1)[CH2:3][CH:4]([NH:8][C:9](=[O:14])[C:10]([F:13])([F:12])[F:11])[C:5]([OH:7])=O.[CH2:21]([NH2:25])[CH:22]([CH3:24])[CH3:23].Cl.CN(C)CCCN=C=NCC.O.N1(O)C2C=CC=CC=2N=N1.C(N(CC)C(C)C)(C)C.C(=O)(O)[O-].[Na+]>CN(C)C=O.C(Cl)Cl>[CH2:21]([NH:25][C:5](=[O:7])[CH:4]([NH:8][C:9](=[O:14])[C:10]([F:13])([F:12])[F:11])[CH2:3][C:2](=[O:1])[C:15]1[CH:20]=[CH:19][CH:18]=[CH:17][CH:16]=1)[CH:22]([CH3:24])[CH3:23] |f:2.3,4.5,7.8|. Procedure: A solution of 4-oxo-4-phenyl-2-[(trifluoroacetyl)amino]butanoic acid (3.9 g, 13.5 mmol), isobutylamine (2.68 mL, 27.0 mmol), N-[3-(dimethylamino)propyl]-N′-ethylcarbodiimide hydrochloride (5.17 g, 27.0 mmol), 1H-1,2,3-benzotriazol-1-ol hydrate (3.64 g, 27.0 mmol), and N,N-diisopropylethylamine (11.7 mL, 67.4 mmol) was stirred overnight at room temperature in dimethylformamide (20 mL). The reaction was worked up with methylene chloride and saturated sodium bicarbonate. The organic extracts were w... RXN SMILES: [CH:15]([O-:16])=[O:17].[CH:19]([OH:20])=[O:21].[Cl:1][c:2]1[c:3]([CH:4]=[O:5])[cH:6][c:7]([Cl:11])[cH:8][c:9]1[Cl:10].[ClH:12].[NH2:13][OH:14].[Na+:18]>>[Cl:1][c:2]1[c:3]([C:4]#[N:13])[cH:6][c:7]([Cl:11])[cH:8][c:9]1[Cl:10]. Yields the product N#Cc1cc(Cl)cc(Cl)c1Cl. Reactants: O=C[O-], O=CO, O=Cc1cc(Cl)cc(Cl)c1Cl, Cl, NO, [Na+]. The reactants are Cc1ccccc1, O=Cc1ccccc1, NCc1ccc(F)cc1F, O. Yields the product Fc1ccc(CN=Cc2ccccc2)c(F)c1. RXN SMILES: [CH3:20][c:21]1[cH:22][cH:23][cH:24][cH:25][cH:26]1.[CH:11](=[O:12])[c:13]1[cH:14][cH:15][cH:16][cH:17][cH:18]1.[F:1][c:2]1[c:3]([CH2:4][NH2:5])[cH:6][cH:7][c:8]([F:10])[cH:9]1.[OH2:19]>>[F:1][c:2]1[c:3]([CH2:4][N:5]=[CH:11][c:13]2[cH:14][cH:15][cH:16][cH:17][cH:18]2)[cH:6][cH:7][c:8]([F:10])[cH:9]1. Starting materials: O=C1CCC(=O)N1Br, Cn1c(C#N)ccc1-c1ccc2c(c1)C(C)(C)OC(=O)N2C(=O)OC(C)(C)C, C1CCOC1, O, c1ccncc1. Product: Cn1c(C#N)cc(Br)c1-c1ccc2c(c1)C(C)(C)OC(=O)N2C(=O)OC(C)(C)C. RXN SMILES: [Br:29][N:30]1[C:31](=[O:32])[CH2:33][CH2:34][C:35]1=[O:36].[C:1](#[N:2])[c:3]1[cH:4][cH:5][c:6](-[c:9]2[cH:10][cH:11][c:12]3[c:13]([cH:28]2)[C:14]([CH3:26])([CH3:27])[O:15][C:16](=[O:25])[N:17]3[C:18](=[O:19])[O:20][C:21]([CH3:22])([CH3:23])[CH3:24])[n:7]1[CH3:8].[CH2:44]1[O:45][CH2:46][CH2:47][CH2:48]1.[OH2:43].[cH:37]1[cH:38][cH:39][n:40][cH:41][cH:42]1>>[C:1](#[N:2])[c:3]1[cH:4][c:5]([Br:29])[c:6](-[c:9]2[cH:10][cH:11][c:12]3[c:13]([cH:28]2)[C:14]([CH3:26])([CH3:27])[O:15][C:16](=[O:25])[N:17]3[C:18](=[O:19])[O:20][C:21]([CH3:22])([CH3:23])[CH3:24])[n:7]1[CH3:8]. Reactants: CO, O=C(O)c1cccc2c1C=CCO2. The product is O=C(O)c1cccc2c1CCCO2. Reaction SMILES: [CH3:14][OH:15].[O:1]1[CH2:2][CH:3]=[CH:4][c:5]2[c:6]([C:11](=[O:12])[OH:13])[cH:7][cH:8][cH:9][c:10]21>>[O:1]1[CH2:2][CH2:3][CH2:4][c:5]2[c:6]([C:11](=[O:12])[OH:13])[cH:7][cH:8][cH:9][c:10]21. The reactants are ClCCl, O=S(Cl)Cl, OCCCCCCCCc1cccnc1. Product: ClCCCCCCCCc1cccnc1. Reaction SMILES: [CH2:20]([Cl:21])[Cl:22].[S:16]([Cl:17])([Cl:18])=[O:19].[n:1]1[cH:2][c:3]([CH2:7][CH2:8][CH2:9][CH2:10][CH2:11][CH2:12][CH2:13][CH2:14][OH:15])[cH:4][cH:5][cH:6]1>>[n:1]1[cH:2][c:3]([CH2:7][CH2:8][CH2:9][CH2:10][CH2:11][CH2:12][CH2:13][CH2:14][Cl:18])[cH:4][cH:5][cH:6]1. The reactants are COC(=O)c1ncc(O)c2c1[nH]c1ccccc12, [Na+], [Na+], O=C([O-])[O-], C1COCCO1, Cc1ccc(S(=O)(=O)Cl)cc1. Product: COC(=O)c1ncc(OS(=O)(=O)c2ccc(C)cc2)c2c1[nH]c1ccccc12. As a reaction SMILES: [C:1](=[O:2])([O:3][CH3:4])[c:5]1[n:6][cH:7][c:8]([OH:18])[c:9]2[c:10]1[nH:11][c:12]1[cH:13][cH:14][cH:15][cH:16][c:17]21.[Na+:30].[Na+:31].[O-:32][C:33](=[O:34])[O-:35].[O:36]1[CH2:37][CH2:38][O:39][CH2:40][CH2:41]1.[c:19]1([CH3:29])[cH:20][cH:21][c:22]([S:25](=[O:26])(=[O:27])[Cl:28])[cH:23][cH:24]1>>[C:1](=[O:2])([O:3][CH3:4])[c:5]1[n:6][cH:7][c:8]([O:18][S:25]([c:22]2[cH:21][cH:20][c:19]([CH3:29])[cH:24][cH:23]2)(=[O:26])=[O:27])[c:9]2[c:10]1[nH:11][c:12]1[cH:13][cH:14][cH:15][cH:16][c:17]21.